The task is: describe an organic reaction: reactants, conditions, products, and yield. This data is from the Open Reaction Database (ORD), a public repository of structured organic reaction records. Reactants: CC(C)(C)OC(=O)N1CC(CN)C1, CC(=O)O[BH-](OC(C)=O)OC(C)=O, CC(=O)O, O=Cc1ccc(Cl)cc1Cl, ClCCCl, [Na+], [Na+], [OH-]. The product is CC(C)(C)OC(=O)N1CC(CNCc2ccc(Cl)cc2Cl)C1. Reaction SMILES: [C:1]([CH3:2])([CH3:3])([CH3:4])[O:5][C:6](=[O:7])[N:8]1[CH2:9][CH:10]([CH2:12][NH2:13])[CH2:11]1.[C:28]([O:29][BH-:30]([O:31][C:32](=[O:33])[CH3:34])[O:35][C:36](=[O:37])[CH3:38])(=[O:39])[CH3:40].[CH3:24][C:25](=[O:26])[OH:27].[Cl:14][c:15]1[c:16]([CH:17]=[O:18])[cH:19][cH:20][c:21]([Cl:23])[cH:22]1.[Cl:44][CH2:45][CH2:46][Cl:47].[Na+:41].[Na+:43].[OH-:42]>>[C:1]([CH3:2])([CH3:3])([CH3:4])[O:5][C:6](=[O:7])[N:8]1[CH2:9][CH:10]([CH2:12][NH:13][CH2:17][c:16]2[c:15]([Cl:14])[cH:22][c:21]([Cl:23])[cH:20][cH:19]2)[CH2:11]1. Starting materials: Cc1ccccc1, O=C(Cl)c1cc([N+](=O)[O-])cc([N+](=O)[O-])c1, Nc1nc(C(Cl)(Cl)Cl)ns1. Yields the product O=C(Nc1nc(C(Cl)(Cl)Cl)ns1)c1cc([N+](=O)[O-])cc([N+](=O)[O-])c1. As a reaction SMILES: [CH3:26][c:27]1[cH:28][cH:29][cH:30][cH:31][cH:32]1.[N+:11](=[O:12])([O-:13])[c:14]1[cH:15][c:16]([C:17](=[O:18])[Cl:19])[cH:20][c:21]([N+:23](=[O:24])[O-:25])[cH:22]1.[NH2:1][c:2]1[n:3][c:4]([C:7]([Cl:8])([Cl:9])[Cl:10])[n:5][s:6]1>>[NH:1]([c:2]1[n:3][c:4]([C:7]([Cl:8])([Cl:9])[Cl:10])[n:5][s:6]1)[C:17]([c:16]1[cH:15][c:14]([N+:11](=[O:12])[O-:13])[cH:22][c:21]([N+:23](=[O:24])[O-:25])[cH:20]1)=[O:18]. The reactants are NC1=C2C(NC=N1)=NC(=C2C#N)Br (4-amino-6-bromo-5-cyano-1H-pyrrolo[2,3-d]pyrimidine), ice, Nucleic Acid, C(C)(=O)OC1[C@H](OC(C)=O)[C@@H]([C@H](O1)COC(C1=CC=CC=C1)=O)C (1,2-di-O-acetyl-5-O-benzoyl-3-deoxy-3-methyl-D-ribofuranose), [Si](C)(C)(C)OS(=O)(=O)C(F)(F)F (TMSOTf). Run in C(C)(=O)OCC (ethyl acetate), C(C)#N (acetonitrile). Conditions: time 15 minute. Yields the product NC=1C2=C(N=CN1)N(C(=C2C#N)Br)[C@H]2[C@H](OC(C)=O)[C@@H]([C@H](O2)COC(C2=CC=CC=C2)=O)C (4-Amino-6-bromo-7-(2-O-acetyl-5-O-benzoyl-3-deoxy-3-methyl-β-D-ribofuranosyl)-7H-pyrrolo[2,3-d]pyrimidin-5-carbonitrile). Reaction SMILES: [NH2:1][C:2]1[N:7]=[CH:6][NH:5][C:4]2=[N:8][C:9]([Br:13])=[C:10]([C:11]#[N:12])[C:3]=12.C(O[CH:18]1[O:26][C@H:25]([CH2:27][O:28][C:29](=[O:36])[C:30]2[CH:35]=[CH:34][CH:33]=[CH:32][CH:31]=2)[C@@H:24]([CH3:37])[C@H:19]1[O:20][C:21](=[O:23])[CH3:22])(=O)C.[Si](OS(C(F)(F)F)(=O)=O)(C)(C)C>C(#N)C.C(OCC)(=O)C>[NH2:1][C:2]1[C:3]2[C:10]([C:11]#[N:12])=[C:9]([Br:13])[N:8]([C@@H:18]3[O:26][C@H:25]([CH2:27][O:28][C:29](=[O:36])[C:30]4[CH:35]=[CH:34][CH:33]=[CH:32][CH:31]=4)[C@@H:24]([CH3:37])[C@H:19]3[O:20][C:21](=[O:23])[CH3:22])[C:4]=2[N:5]=[CH:6][N:7]=1. Procedure: BSA (0.29 mL, 2.0 mmol) was added into a stirred suspension of 4-amino-6-bromo-5-cyano-1H-pyrrolo[2,3-d]pyrimidine (0.24 g, 1 mmol; prepared according to Nucleic Acid Chemistry, Part N, Townsend, L. B. and Tipson, R. S.; Ed.; Wiley-Interscience: New York, 1991, pp. 16-17 and Synthetic Commun. 1998, 28, 3835) in dry acetonitrile (10 mL) at room temperature under argon. After 15 min, 1,2-di-O-acetyl-5-O-benzoyl-3-deoxy-3-methyl-D-ribofuranose (J. Med. Chem. (1976), 19, 1265) (0.36 g, 1.0 mmol) was... Starting materials: CN(C)C=O, [Cl-], O=[N+]([O-])c1ccc(F)cc1, [H-], NC(=O)Nc1[nH]c(-c2cccc(O)c2)cc1C(N)=O, [NH4+], [Na+], O. Product: NC(=O)Nc1[nH]c(-c2cccc(Oc3ccc([N+](=O)[O-])cc3)c2)cc1C(N)=O. RXN SMILES: [CH3:34][N:35]([CH3:36])[CH:37]=[O:38].[Cl-:32].[F:22][c:23]1[cH:24][cH:25][c:26]([N+:29](=[O:30])[O-:31])[cH:27][cH:28]1.[H-:20].[NH2:1][C:2](=[O:3])[NH:4][c:5]1[nH:6][c:7](-[c:13]2[cH:14][c:15]([OH:19])[cH:16][cH:17][cH:18]2)[cH:8][c:9]1[C:10](=[O:11])[NH2:12].[NH4+:33].[Na+:21].[OH2:39]>>[NH2:1][C:2](=[O:3])[NH:4][c:5]1[nH:6][c:7](-[c:13]2[cH:14][c:15]([O:19][c:23]3[cH:24][cH:25][c:26]([N+:29](=[O:30])[O-:31])[cH:27][cH:28]3)[cH:16][cH:17][cH:18]2)[cH:8][c:9]1[C:10](=[O:11])[NH2:12]. Starting materials: FC(COC1=CC=C(C=C1)N1C=NN(C1=O)[C@@H](C(=O)O)C)(C(F)F)F ((2R)-2-[4-[4-(2,2,3,3-Tetrafluoropropoxy)phenyl]-4,5-dihydro-5-oxo-1H-1,2,4-triazol-1-yl]propanoic acid), C(C(=O)Cl)(=O)Cl (oxalyl chloride). Reagents/catalysts: CN(C=O)C (dimethylformamide). The solvent is ClCCl (dichloromethane). Conditions: time 2 hour. Yields the product FC(COC1=CC=C(C=C1)N1C=NN(C1=O)[C@@H](C(=O)Cl)C)(C(F)F)F ((2R)-2-[4-[4-(2,2,3,3-tetrafluoropropoxy)phenyl]-4,5-dihydro-5-oxo-1H-1,2,4-triazol-1-yl]propanoyl chloride). As a reaction SMILES: [F:1][C:2]([F:25])([CH:22]([F:24])[F:23])[CH2:3][O:4][C:5]1[CH:10]=[CH:9][C:8]([N:11]2[C:15](=[O:16])[N:14]([C@H:17]([CH3:21])[C:18](O)=[O:19])[N:13]=[CH:12]2)=[CH:7][CH:6]=1.C(Cl)(=O)C([Cl:29])=O>CN(C)C=O.ClCCl>[F:1][C:2]([F:25])([CH:22]([F:24])[F:23])[CH2:3][O:4][C:5]1[CH:10]=[CH:9][C:8]([N:11]2[C:15](=[O:16])[N:14]([C@H:17]([CH3:21])[C:18]([Cl:29])=[O:19])[N:13]=[CH:12]2)=[CH:7][CH:6]=1. Procedure details: (2R)-2-[4-[4-(2,2,3,3-Tetrafluoropropoxy)phenyl]-4,5-dihydro-5-oxo-1H-1,2,4-triazol-1-yl]propanoic acid (1.0 g) and 2.5 ml of oxalyl chloride were added to 20 ml of dichloromethane, to which dimethylformamide (5 drops) was added dropwise at room temperature. After the reaction solution was stirred at room temperature for 2 hours, the solvent was distilled off under reduced pressure to give 1 g of (2R)-2-[4-[4-(2,2,3,3-tetrafluoropropoxy)phenyl]-4,5-dihydro-5-oxo-1H-1,2,4-triazol-1-yl]propanoyl c...